describe an organic reaction: reactants, conditions, products, and yield From a dataset of the Open Reaction Database (ORD), a public repository of structured organic reaction records. Starting materials: CC(C)(C)[O-], COC(=O)c1[nH]c(C)c(C)c1C=O, CC=CCCl, [K+], C1COCCOCCOCCOCCOCCO1, C1CCOC1. The product is CC=CCn1c(C)c(C)c(C=O)c1C(=O)OC. Reaction SMILES: [CH3:1][C:2]([CH3:3])([O-:4])[CH3:5].[CH:7](=[O:8])[c:9]1[c:10]([C:16](=[O:17])[O:18][CH3:19])[nH:11][c:12]([CH3:15])[c:13]1[CH3:14].[Cl:38][CH2:39][CH:40]=[CH:41][CH3:42].[K+:6].[O:20]1[CH2:21][CH2:22][O:23][CH2:24][CH2:25][O:26][CH2:27][CH2:28][O:29][CH2:30][CH2:31][O:32][CH2:33][CH2:34][O:35][CH2:36][CH2:37]1.[O:43]1[CH2:44][CH2:45][CH2:46][CH2:47]1>>[CH:7](=[O:8])[c:9]1[c:10]([C:16](=[O:17])[O:18][CH3:19])[n:11]([CH2:39][CH:40]=[CH:41][CH3:42])[c:12]([CH3:15])[c:13]1[CH3:14]. The reactants are ClC1=C2C3=C(C(NC2=NC=C1)=O)C=CC=C3 (1-Chloro-5H-benzo[c][1,8]naphthyridin-6-one), C(C1=CC=CC=C1)OC=1C=C(C=CC1)N (3-benzyloxy-phenylamine). Yields the product C(C1=CC=CC=C1)OC=1C=C(C=CC1)NC1=C2C3=C(C(NC2=NC=C1)=O)C=CC=C3 (1-(3-Benzyloxy-phenylamino)-5H-benzo[c][1,8]naphthyridin-6-one). Yield: 71.5%. RXN SMILES: Cl[C:2]1[CH:11]=[CH:10][N:9]=[C:8]2[C:3]=1[C:4]1[CH:16]=[CH:15][CH:14]=[CH:13][C:5]=1[C:6](=[O:12])[NH:7]2.[CH2:17]([O:24][C:25]1[CH:26]=[C:27]([NH2:31])[CH:28]=[CH:29][CH:30]=1)[C:18]1[CH:23]=[CH:22][CH:21]=[CH:20][CH:19]=1>>[CH2:17]([O:24][C:25]1[CH:26]=[C:27]([NH:31][C:2]2[CH:11]=[CH:10][N:9]=[C:8]3[C:3]=2[C:4]2[CH:16]=[CH:15][CH:14]=[CH:13][C:5]=2[C:6](=[O:12])[NH:7]3)[CH:28]=[CH:29][CH:30]=1)[C:18]1[CH:19]=[CH:20][CH:21]=[CH:22][CH:23]=1. Procedure: The title compound was synthesized according to the procedure described for the preparation of Example 188 using 83 (100 mg, 0.43 mmol) and 3-benzyloxy-phenylamine (130 mg, 0.65 mmol) to provide 227 (121 mg, 71% yield) as a tan solid. LC-MS (M+H=394, obsd.=394). Starting materials: C(C)O (ethanol), [Li] (Lithium), O1CCCC1 (tetrahydrofuran), C1(=CC=CC=C1)OC (methyl phenyl ether). The solvent is N (ammonia), Cl (hydrochloric acid). Run at temperature -78 celsius. The product is C(CC)C=1C(CCCC1)=O (2-propylcyclohexenone). RXN SMILES: C(O)C.O1C[CH2:7][CH2:6][CH2:5]1.[C:9]1([O:15]C)[CH:14]=[CH:13][CH:12]=[CH:11][CH:10]=1.[Li]>N.Cl>[CH2:5]([C:10]1[C:9](=[O:15])[CH2:14][CH2:13][CH2:12][CH:11]=1)[CH2:6][CH3:7] |^1:16|. Procedure: Absolute ethanol (200 mL) followed by tetrahydrofuran (50 mL) was added at −78° C. to a solution of methyl phenyl ether from step 1 (10.0 g, 66.58 mmol) suspended in anhydrous ammonia (700 mL). Lithium metal (2.3 g, 330 mmol) was added at −78° C. in small portions over 0.5 h to yield a deep blue solution. The reaction was stirred at −78° C. until a white solution resulted. The cooling bath was taken away, the flask exposed to the atmosphere, and the ammonia was removed under a stream of nitrogen... The reactants are COC1CCN(CC1)CCCN1C(C2=CC=CC=C2C1=O)=O (2-[3-(4-Methoxy-1-piperidinyl)propyl]-1H-isoindole-1,3(2H)-dione), N2H4.H2O. Solvent: CCO (EtOH). Reaction conditions: temperature 5 celsius. Yields the product COC1CCN(CC1)CCCN (3-(4-Methoxy-1-piperidinyl)propylamine). The yield is 54.2%. Reaction SMILES: [CH3:1][O:2][CH:3]1[CH2:8][CH2:7][N:6]([CH2:9][CH2:10][CH2:11][N:12]2C(=O)C3C(=CC=CC=3)C2=O)[CH2:5][CH2:4]1>CCO>[CH3:1][O:2][CH:3]1[CH2:8][CH2:7][N:6]([CH2:9][CH2:10][CH2:11][NH2:12])[CH2:5][CH2:4]1. Reported procedure: A solution of phthalimide 305 (6.0 g, 19.8 mmol) and N2H4.H2O (1.9 mL, 40 mmol) in EtOH (100 mL) was stirred at reflux temperature for 2 h. The solution was cooled to 5° C. for 2 h, the precipitate filtered, washed with EtOH (5 mL) and the filtrate evaporated to half volume. The solution was cooled at 5° C. for a further 2 h, the precipitate filtered, washed with EtOH (5 mL) and the filtrate evaporated. The residue was dissolved in 1 M HCl (50 mL), washed with Et2O (2×50 mL) and the pH of the aq...